Dataset: the Open Reaction Database (ORD), a public repository of structured organic reaction records. Task: describe an organic reaction: reactants, conditions, products, and yield The reactants are [OH-].[Na+] (NaOH), C1(CCCC1)C=1C(OC(C1[C@@H]1CC[C@@H](CC1)O)=O)=O (3-cyclopentyl-4-(cis-4-hydroxycyclohexyl)furan-2,5-dione). Run in O1CCOCC1 (1,4-dioxane). Run at time 3 hour. Product: C1(CCCC1)/C(/C(=O)[O-])=C(/C(=O)[O-])\[C@@H]1CC[C@@H](CC1)O.[Na+].[Na+] (Disodium 2-cyclopentyl-3-(cis-4-hydroxycyclohexyl)maleate). Isolated yield 102.2%. Reaction SMILES: [OH-:1].[Na+:2].[CH:3]1([C:8]2[C:9](=[O:21])[O:10][C:11](=[O:20])[C:12]=2[C@H:13]2[CH2:18][CH2:17][C@@H:16]([OH:19])[CH2:15][CH2:14]2)[CH2:7][CH2:6][CH2:5][CH2:4]1>O1CCOCC1>[CH:3]1(/[C:8](=[C:12](\[C@H:13]2[CH2:18][CH2:17][C@@H:16]([OH:19])[CH2:15][CH2:14]2)/[C:11]([O-:10])=[O:20])/[C:9]([O-:21])=[O:1])[CH2:7][CH2:6][CH2:5][CH2:4]1.[Na+:2].[Na+:2] |f:0.1,4.5.6|. Procedure details: A 1 M NaOH (0.3 ml, 0.30 mmol) was added to a solution of 3-cyclopentyl-4-(cis-4-hydroxycyclohexyl)furan-2,5-dione (40 mg, 0.15 mmol) in 1,4-dioxane (1.0 ml) at room temperature, and the mixture was stirred for 3 hr. The reaction mixture was concentrated, and the residue was dried in vacuo to give the title compound as a colorless solid (50 mg, quantitative). Starting materials: CC1=C(C=C(C=C1)[N+](=O)[O-])S(=O)(=O)O (2-methyl-5-nitrobenzenesulfonic acid), [OH-].[K+] (potassium hydroxide), Cl[O-].[Na+] (sodium hypochlorite), Cl (hydrochloric acid), [OH-].[K+] (potassium hydroxide), [OH-].[K+] (KOH), [OH-].[K+] (KOH), ClCl (chlorine). Run at temperature 65 celsius, time 30 minute. The product is [K+].C(=O)(O)C1=C(C=C(C=C1)[N+](=O)[O-])S(=O)(=O)[O-] (2-carboxy-5-nitrobenzenesulfonic acid monopotassium salt). RXN SMILES: [CH3:1][C:2]1[CH:7]=[CH:6][C:5]([N+:8]([O-:10])=[O:9])=[CH:4][C:3]=1[S:11]([OH:14])(=[O:13])=[O:12].[OH-:15].[K+:16].Cl[O-:18].[Na+].ClCl.Cl>>[K+:16].[C:1]([C:2]1[CH:7]=[CH:6][C:5]([N+:8]([O-:10])=[O:9])=[CH:4][C:3]=1[S:11]([O-:14])(=[O:13])=[O:12])([OH:18])=[O:15] |f:1.2,3.4,7.8|. Procedure details: 27.2 g of 79.8% strength 2-methyl-5-nitrobenzenesulfonic acid (0.1 mol) were added to a mixture of 10.1 ml of 40% strength aqueous potassium hydroxide (0.1 mol) and 141 ml (0.3 mol) of aqueous sodium hypochlorite. The resulting suspension was heated to 65° C. and, at this temperature, admixed with 23 ml of 40% strength aqueous potassium hydroxide (0.23 mol) at a rate of 0.04 ml/min. After the addition was complete, the mixture was cooled to 0° C. and then admixed with 12.24 g (0.3 mol) of KOH. O...